From a dataset of the Open Reaction Database (ORD), a public repository of structured organic reaction records. describe an organic reaction: reactants, conditions, products, and yield Reactants: NC=1SC=C(N1)C1=CC=C(C=C1)Cl (2-amino-4-(4-chlorophenyl)thiazole), C1(=CC=CC=C1)C1=C(C=NO1)CC(=O)O (5-phenyl-4-isoxazolylacetic acid), O.ON1N=NC2=C1C=CC=C2 (1-hydroxy-1H-1,2,3-benzotriazole hydrate), Cl.C(C)N=C=NCCCN(C)C (1-ethyl-3-(3-dimethylaminopropyl)carbodiimide hydrochloride). Solvent: CN(C=O)C (N,N-dimethylformamide), O (water). Conditions: time 8 hour. Yields the product ClC1=CC=C(C=C1)C=1N=C(SC1)NC(CC=1C=NOC1C1=CC=CC=C1)=O (N-[4-(4-chlorophenyl)-2-thiazolyl]-5-phenyl-4-isoxazolylacetamide). The yield is 78.7%. Reaction SMILES: [NH2:1][C:2]1[S:3][CH:4]=[C:5]([C:7]2[CH:12]=[CH:11][C:10]([Cl:13])=[CH:9][CH:8]=2)[N:6]=1.[C:14]1([C:20]2[O:24][N:23]=[CH:22][C:21]=2[CH2:25][C:26](O)=[O:27])[CH:19]=[CH:18][CH:17]=[CH:16][CH:15]=1.O.ON1C2C=CC=CC=2N=N1.Cl.C(N=C=NCCCN(C)C)C>O.CN(C)C=O>[Cl:13][C:10]1[CH:9]=[CH:8][C:7]([C:5]2[N:6]=[C:2]([NH:1][C:26](=[O:27])[CH2:25][C:21]3[CH:22]=[N:23][O:24][C:20]=3[C:14]3[CH:15]=[CH:16][CH:17]=[CH:18][CH:19]=3)[S:3][CH:4]=2)=[CH:12][CH:11]=1 |f:2.3,4.5|. Procedure details: A mixture of 2-amino-4-(4-chlorophenyl)thiazole (0.65 g), 5-phenyl-4-isoxazolylacetic acid (0.60 g), 1-hydroxy-1H-1,2,3-benzotriazole hydrate (0.51 g), 1-ethyl-3-(3-dimethylaminopropyl)carbodiimide hydrochloride (0.59 g) and N,N-dimethylformamide (15 ml) was stirred at room temperature overnight. The reaction mixture was poured into water and the mixture was extracted with ethyl acetate. The ethyl acetate layer was washed with dilute hydrochloric acid, saturated aqueous sodium hydrogencarbonate ... Reaction SMILES: [C:1]([CH2:3][N:4]1[CH2:10][CH2:9][CH:8]([OH:11])[C:7]2[CH:12]=[CH:13][O:14][C:6]=2[CH2:5]1)#[N:2].[Br:15][C:16]1[C:17]([Cl:23])=[C:18](F)[CH:19]=[CH:20][CH:21]=1>>[ClH:23].[Br:15][C:16]1[C:17]([Cl:23])=[C:18]([O:11][CH:8]2[CH2:9][CH2:10][N:4]([CH2:3][C:1]#[N:2])[CH2:5][C:6]3[O:14][CH:13]=[CH:12][C:7]2=3)[CH:19]=[CH:20][CH:21]=1 |f:2.3|. Starting materials: C(#N)CN1CC2=C(C(CC1)O)C=CO2 (7-cyanomethyl-5,6,7,8-tetrahydro-4H-furo[2,3-c]azepin-4-ol), BrC=1C(=C(C=CC1)F)Cl (3-bromo-2-chloro-1-fluorobenzene). Reported procedure: The same method as in Example 3 was conducted using 7-cyanomethyl-5,6,7,8-tetrahydro-4H-furo[2,3-c]azepin-4-ol (Reference Example 41) instead of 6-methyl-4,5,6,7-tetrahydrothieno[2,3-c]pyridin-4-ol (Reference Example 6) and was conducted using 3-bromo-2-chloro-1-fluorobenzene instead of 1,3-difluorobenzene to give the objective compound. Yields the product Cl.BrC=1C(=C(C=CC1)OC1C2=C(CN(CC1)CC#N)OC=C2)Cl (4-(3-Bromo-2-chlorophenyloxy)-7-cyanomethyl-5,6,7,8-tetrahydro-4H-furo[2,3-c]azepine hydrochloride).